Dataset: the Open Reaction Database (ORD), a public repository of structured organic reaction records. Task: describe an organic reaction: reactants, conditions, products, and yield Starting materials: OC=1C=NC=C(C1C1=C(C=C(C=C1)OC)OCOC)CO (3-hydroxy-5-hydroxymethyl-4-(2-methoxymethoxy-4-methoxy-phenyl)-pyridine), ICCC (iodopropane), C([O-])([O-])=O.[K+].[K+] (potassium carbonate). Solvent: CN(C)C=O (DMF), O (water). Run at time 8 hour. The product is OCC=1C(=C(C=NC1)OCCC)C1=C(C=C(C=C1)OC)OCOC (5-hydroxymethyl-4-(2-methoxymethoxy-4-methoxyphenyl)-3-propoxy-pyridine). As a reaction SMILES: [OH:1][C:2]1[CH:3]=[N:4][CH:5]=[C:6]([CH2:20][OH:21])[C:7]=1[C:8]1[CH:13]=[CH:12][C:11]([O:14][CH3:15])=[CH:10][C:9]=1[O:16][CH2:17][O:18][CH3:19].I[CH2:23][CH2:24][CH3:25].C(=O)([O-])[O-].[K+].[K+]>CN(C=O)C.O>[OH:21][CH2:20][C:6]1[C:7]([C:8]2[CH:13]=[CH:12][C:11]([O:14][CH3:15])=[CH:10][C:9]=2[O:16][CH2:17][O:18][CH3:19])=[C:2]([O:1][CH2:23][CH2:24][CH3:25])[CH:3]=[N:4][CH:5]=1 |f:2.3.4|. Procedure: A mixture of 3-hydroxy-5-hydroxymethyl-4-(2-methoxymethoxy-4-methoxy-phenyl)-pyridine (550 mg, 1.89 mmol), iodopropane (0.210 ml, 2.15 mmol), potassium carbonate (3 g) in dry DMF (70 ml) was stirred overnight at rt. The mixture was dissolved in water and extracted with a 1:1 hexane:t-butyl methyl ether solution (×3) and washed with brine, dried (Na2SO4), and concentrated to afford the title compound as a greenish oil. (527 mg, 84%) Starting materials: N1C=NC=C1 (1H-imidazole), IC1=CC=CC=C1 (iodo-benzene). Product: C1(=CC=CC=C1)N1C=NC=C1 (1-phenyl-1H-imidazole). RXN SMILES: [NH:1]1[CH:5]=[CH:4][N:3]=[CH:2]1.I[C:7]1[CH:12]=[CH:11][CH:10]=[CH:9][CH:8]=1>>[C:7]1([N:1]2[CH:5]=[CH:4][N:3]=[CH:2]2)[CH:12]=[CH:11][CH:10]=[CH:9][CH:8]=1. Reported procedure: Following General Procedure A (90° C., 30 hours), 1H-imidazole (102 mg, 1.5 mmol) is coupled with iodo-benzene (112 μL, 1.0 mmol). The crude brown oil is purified by flash chromatography on silica gel (eluent: hexane/ethylacetate=20/80) to provide 130 mg (90% isolated yield) of the desired product as a light yellow oil. Procedure: A solution of 5,7-dimethyl-6-(tetrahydro-2H-pyran-2-yloxy)spiro[chroman-2,1′-cyclobutane]-8-carbaldehyde (1.5 g) and triphenylphosphinemethyl bromide (2.5 g) and sodium hydride (400 mg) in DMF (20 mL) was stirred at 40° C. for 5 h. After pouring it into water, it was extracted with ethyl acetate, and the organic layer was dried and evaporated. Then the residue was dissolved in MeOH with dil. HCl and it was stirred at room temperature for 30 min. The mixture was poured into water and extracted wi... Conditions: time 30 minute. As a reaction SMILES: [CH3:1][C:2]1[C:14]([O:15]C2CCCCO2)=[C:13]([CH3:22])[C:12]([CH:23]=O)=[C:11]2[C:3]=1[CH2:4][CH2:5][C:6]1(O2)[CH2:9][CH2:8][CH2:7]1.[Br-].[H-].[Na+].[OH2:28].[CH3:29]N(C=O)C>>[CH3:1][C:2]1[C:14]([OH:15])=[C:13]([CH3:22])[C:12]([CH:23]=[CH2:29])=[C:11]2[C:3]=1[CH2:4][CH2:5][C:6]1([O:28]2)[CH2:7][CH2:8][CH2:9]1 |f:2.3|. Starting materials: O (water), CC1=C2CCC3(CCC3)OC2=C(C(=C1OC1OCCCC1)C)C=O (5,7-dimethyl-6-(tetrahydro-2H-pyran-2-yloxy)spiro[chroman-2,1′-cyclobutane]-8-carbaldehyde), [Br-] (bromide), [H-].[Na+] (sodium hydride), CN(C)C=O (DMF). The product is CC1=C2CCC3(CCC3)OC2=C(C(=C1O)C)C=C (5,7-dimethyl-8-vinyl-3,4-dihydrospiro[chromene-2,1′-cyclobutan]-6-ol). Reactants: C(C)(C)(C)P(C1=C(C=CC=C1)C1=C(C=C(C=C1C(C)C)C(C)C)C(C)C)C(C)(C)C (2-(di-tert-butylphosphino)-2′,4′,6′-triisopropylbiphenyl), C(C1=CC=CC=C1)(=O)NC1=C(C(=O)OC(C)(C)C)C=CC(=C1)Br (tert-butyl 2-(benzamido)-4-bromobenzoate), [N+](=O)([O-])C1=CC=C(C=C1)O (4-nitrophenol), [H-].[Na+] (sodium hydride), C(CC(O)(C(=O)O)CC(=O)O)(=O)O (citric acid), F[B-](F)(F)F.C(C)(C)(C)P(C(C)(C)C)C(C)(C)C (tri-tert-butylphosphine tetrafluoroborate). Reagents/catalysts: C(C)(=O)[O-].[Pd+2].C(C)(=O)[O-] (palladium acetate), C=1C=CC(=CC1)/C=C/C(=O)/C=C/C2=CC=CC=C2.C=1C=CC(=CC1)/C=C/C(=O)/C=C/C2=CC=CC=C2.C=1C=CC(=CC1)/C=C/C(=O)/C=C/C2=CC=CC=C2.[Pd].[Pd] (tris(dibenzylideneacetone)dipalladium(0)). The solvent is C1(=CC=CC=C1)C (toluene), C1(=CC=CC=C1)C (toluene), C(C)(=O)OCC (ethyl acetate). Yields the product C(C1=CC=CC=C1)(=O)NC1=C(C(=O)OC(C)(C)C)C=CC(=C1)OC1=CC=C(C=C1)[N+](=O)[O-] (tert-butyl 2-(benzamido)-4-(4-nitrophenoxy)benzoate). Yield: 27.8%. RXN SMILES: [N+:1]([C:4]1[CH:9]=[CH:8][C:7]([OH:10])=[CH:6][CH:5]=1)([O-:3])=[O:2].[H-].[Na+].C(P(C(C)(C)C)C1C=CC=CC=1C1C(C(C)C)=CC(C(C)C)=CC=1C(C)C)(C)(C)C.[C:43]([NH:51][C:52]1[CH:64]=[C:63](Br)[CH:62]=[CH:61][C:53]=1[C:54]([O:56][C:57]([CH3:60])([CH3:59])[CH3:58])=[O:55])(=[O:50])[C:44]1[CH:49]=[CH:48][CH:47]=[CH:46][CH:45]=1.F[B-](F)(F)F.C(P(C(C)(C)C)C(C)(C)C)(C)(C)C.C(O)(=O)CC(CC(O)=O)(C(O)=O)O>C([O-])(=O)C.[Pd+2].C([O-])(=O)C.C1C=CC(/C=C/C(/C=C/C2C=CC=CC=2)=O)=CC=1.C1C=CC(/C=C/C(/C=C/C2C=CC=CC=2)=O)=CC=1.C1C=CC(/C=C/C(/C=C/C2C=CC=CC=2)=O)=CC=1.[Pd].[Pd].C(OCC)(=O)C.C1(C)C=CC=CC=1>[C:43]([NH:51][C:52]1[CH:64]=[C:63]([O:10][C:7]2[CH:8]=[CH:9][C:4]([N+:1]([O-:3])=[O:2])=[CH:5][CH:6]=2)[CH:62]=[CH:61][C:53]=1[C:54]([O:56][C:57]([CH3:59])([CH3:60])[CH3:58])=[O:55])(=[O:50])[C:44]1[CH:45]=[CH:46][CH:47]=[CH:48][CH:49]=1 |f:1.2,5.6,8.9.10,11.12.13.14.15|. Procedure details: 31 mg of 4-nitrophenol was added to 1.0 mL of toluene suspension containing of 8.9 mg of 60% sodium hydride at room temperature, and the resulting mixture was heated to reflux under nitrogen atmosphere for 15 minutes. After the reaction mixture was cooled to room temperature, 0.5 mL of toluene solution containing 3.8 mg of 2-(di-tert-butylphosphino)-2′,4′,6′-triisopropylbiphenyl, 1.3 mg of palladium acetate and 56 mg of tert-butyl 2-(benzamido)-4-bromobenzoate were added and the resulting mixtur... Reactants: [H-].[Na+] (sodium hydride), C(O)([O-])=O.[Na+] (sodium hydrogencarbonate), COC=1C=C2C(C(NC2=CC1OC)=O)(SC)CCN1CCN(CC1)C1=C(C=CC=C1)OC (5,6-dimethoxy-3-[2-[4-(2-methoxyphenyl)-1-piperazinyl]ethyl]-3-methylthio-1,3-dihydro-2(2H)-indolone), COC=1C=C(CCl)C=CC1OC (3,4-dimethoxybenzyl chloride). Run in CN(C=O)C (dimethylformamide). Product: COC=1C=C2C(C(N(C2=CC1OC)CC1=CC(=C(C=C1)OC)OC)=O)CCN1CCN(CC1)C1=C(C=CC=C1)OC (5,6-Dimethoxy-1-[(3,4-dimethoxyphenyl)methyl]-3-[2-[4-(2-methoxyphenyl)piperazinyl]ethyl]-2-oxoindole). The yield is 57.5%. RXN SMILES: [H-].[Na+].[CH3:3][O:4][C:5]1[CH:6]=[C:7]2[C:11](=[CH:12][C:13]=1[O:14][CH3:15])[NH:10][C:9](=[O:16])[C:8]2([CH2:19][CH2:20][N:21]1[CH2:26][CH2:25][N:24]([C:27]2[CH:32]=[CH:31][CH:30]=[CH:29][C:28]=2[O:33][CH3:34])[CH2:23][CH2:22]1)SC.[CH3:35][O:36][C:37]1[CH:38]=[C:39]([CH:42]=[CH:43][C:44]=1[O:45][CH3:46])[CH2:40]Cl.C(=O)([O-])O.[Na+]>CN(C)C=O>[CH3:3][O:4][C:5]1[CH:6]=[C:7]2[C:11](=[CH:12][C:13]=1[O:14][CH3:15])[N:10]([CH2:40][C:39]1[CH:42]=[CH:43][C:44]([O:45][CH3:46])=[C:37]([O:36][CH3:35])[CH:38]=1)[C:9](=[O:16])[CH:8]2[CH2:19][CH2:20][N:21]1[CH2:26][CH2:25][N:24]([C:27]2[CH:32]=[CH:31][CH:30]=[CH:29][C:28]=2[O:33][CH3:34])[CH2:23][CH2:22]1 |f:0.1,4.5|. Procedure: In dimethylformamide was suspended 38 mg of sodium hydride. To the suspension were added 285 mg of 5,6-dimethoxy-3-[2-[4-(2-methoxyphenyl)-1-piperazinyl]ethyl]-3-methylthio-1,3-dihydro-2(2H)-indolone and 140 mg of 3,4-dimethoxybenzyl chloride. A sodium hydrogencarbonate aqueous solution was added to the reaction mixture, and the mixture was extracted three times with ethyl acetate. The organic layer was washed with a saturated sodium chloride aqueous solution and dried over anhydrous sodium sulf... Starting materials: COC(\C=C\C1=NN(C(=C1)C)CC1=C(C=CC(=C1)Cl)OCC1=CC=CC=C1)=O ((E)-3-[1-(2-Benzyloxy-5-chloro-benzyl)-5-methyl-1H-pyrazol-3-yl]-acrylic acid methyl ester), Cl (HCl). Reagents/catalysts: O=[Pt]=O (PtO2). Solvent: C(C)(=O)O (acetic acid). Product: COC(CCC1=NN(C(=C1)C)CC1=C(C=CC(=C1)Cl)O)=O (3-[1-(5-Chloro-2-hydroxy-benzyl)-5-methyl-1H-pyrazol-3-yl]-propionic acid methyl ester). RXN SMILES: [CH3:1][O:2][C:3](=[O:28])/[CH:4]=[CH:5]/[C:6]1[CH:10]=[C:9]([CH3:11])[N:8]([CH2:12][C:13]2[CH:18]=[C:17]([Cl:19])[CH:16]=[CH:15][C:14]=2[O:20]CC2C=CC=CC=2)[N:7]=1.Cl>C(O)(=O)C.O=[Pt]=O>[CH3:1][O:2][C:3](=[O:28])[CH2:4][CH2:5][C:6]1[CH:10]=[C:9]([CH3:11])[N:8]([CH2:12][C:13]2[CH:18]=[C:17]([Cl:19])[CH:16]=[CH:15][C:14]=2[OH:20])[N:7]=1. Procedure: A stirred solution of unsaturated ester 14, (1.2 g, 2.9 mmol) and PtO2, 0.12 g in acetic acid (25 mL) and conc. HCl (5 mL) was hydrogenated at room temperature for 16 hours. The catalyst was removed by filtration through Hyflo and the filtrate was evaporated to dryness to afford the saturated ester 15, 0.8 g (90%). Starting materials: S(=O)(Cl)Cl (thionylchloride), CS(=O)(=O)O (methanesulphonic acid), [N+](=O)([O-])C1=CC=C(C=C1)C (4-Nitrotoluene), FC(S(=O)(=O)O)(F)F (triflouromethanesulphonic acid). Run in C(C)(=O)OCC (ethyl acetate), O (water). Reaction conditions: temperature 0 celsius, time 48 hour. Yields the product CS(=O)(=O)C1=C(C=CC(=C1)[N+](=O)[O-])C (2-methylsulfonyl-1-methyl-4-nitrobenzene). Yield: 12.0%. Reaction SMILES: S(Cl)(Cl)=O.[CH3:5][S:6](O)(=[O:8])=[O:7].[N+:10]([C:13]1[CH:18]=[CH:17][C:16]([CH3:19])=[CH:15][CH:14]=1)([O-:12])=[O:11].FC(F)(F)S(O)(=O)=O>C(OCC)(=O)C.O>[CH3:5][S:6]([C:17]1[CH:18]=[C:13]([N+:10]([O-:12])=[O:11])[CH:14]=[CH:15][C:16]=1[CH3:19])(=[O:8])=[O:7]. Procedure: Under a nitrogen atmosphere, thionylchloride (4ml, 58 mmol) and methanesulphonic acid (9 mL, 146 mmol) were refluxed for 90 min. 4-Nitrotoluene (4 g, 29 mmol) and triflouromethanesulphonic acid (200 uL, 3 mmol) were added and the mixture was allowed to stand for 48 hours at 120° C. The mixture was cooled to 0° C. and water (50 mL) was carefully added, followed by addition of ethyl acetate (150 mL). The organic phase was separated and extracted with a saturated solution of sodium hydrogencarbonat...